This data is from the Open Reaction Database (ORD), a public repository of structured organic reaction records. The task is: describe an organic reaction: reactants, conditions, products, and yield Reactants: CCCCCCC(=COC)c1ccc(C(=O)OC)cc1, Cl, C1CCOC1. Product: CCCCCCC(C=O)c1ccc(C(=O)OC)cc1. RXN SMILES: [CH3:1][O:2][C:3]([c:4]1[cH:5][cH:6][c:7]([C:10]([CH2:11][CH2:12][CH2:13][CH2:14][CH2:15][CH3:16])=[CH:17][O:18][CH3:19])[cH:8][cH:9]1)=[O:20].[ClH:21].[O:22]1[CH2:23][CH2:24][CH2:25][CH2:26]1>>[CH3:1][O:2][C:3]([c:4]1[cH:5][cH:6][c:7]([CH:10]([CH2:11][CH2:12][CH2:13][CH2:14][CH2:15][CH3:16])[CH:17]=[O:18])[cH:8][cH:9]1)=[O:20]. Starting materials: BrCCC=C1c2ccccc2CCc2ccccc21, O=C([O-])[O-], CCOC(=O)C1CCNCC1, CCC(C)=O, CCOC(C)=O, Cl, [I-], [K+], [K+], [K+], O. Yields the product CCOC(=O)C1CCN(CCC=C2c3ccccc3CCc3ccccc32)CC1, Cl. RXN SMILES: [Br:1][CH2:2][CH2:3][CH:4]=[C:5]1[c:6]2[c:7]([cH:16][cH:17][cH:18][cH:19]2)[CH2:8][CH2:9][c:10]2[c:11]1[cH:12][cH:13][cH:14][cH:15]2.[C:20](=[O:21])([O-:22])[O-:23].[CH2:28]([CH3:29])[O:30][C:31](=[O:32])[CH:33]1[CH2:34][CH2:35][NH:36][CH2:37][CH2:38]1.[CH2:40]([C:41]([CH3:42])=[O:43])[CH3:44].[CH3:45][CH2:46][O:47][C:48](=[O:49])[CH3:50].[ClH:39].[I-:27].[K+:24].[K+:25].[K+:26].[OH2:51]>>[CH2:2]([CH2:3][CH:4]=[C:5]1[c:6]2[c:7]([cH:16][cH:17][cH:18][cH:19]2)[CH2:8][CH2:9][c:10]2[c:11]1[cH:12][cH:13][cH:14][cH:15]2)[N:36]1[CH2:35][CH2:34][CH:33]([C:31]([O:30][CH2:28][CH3:29])=[O:32])[CH2:38][CH2:37]1.[ClH:39]. The reactants are O=C([O-])[O-], CN(C)C=O, ClCCNCCCl, Cl, [K+], [K+], COC(=O)c1cc2c(N)cccc2[nH]1. Product: COC(=O)c1cc2c(N3CCNCC3)cccc2[nH]1. RXN SMILES: [C:23](=[O:24])([O-:25])[O-:26].[CH3:29][N:30]([CH3:31])[CH:32]=[O:33].[Cl:16][CH2:17][CH2:18][NH:19][CH2:20][CH2:21][Cl:22].[ClH:15].[K+:27].[K+:28].[NH2:1][c:2]1[c:3]2[cH:4][c:5]([C:11](=[O:12])[O:13][CH3:14])[nH:6][c:7]2[cH:8][cH:9][cH:10]1>>[N:1]1([c:2]2[c:3]3[cH:4][c:5]([C:11](=[O:12])[O:13][CH3:14])[nH:6][c:7]3[cH:8][cH:9][cH:10]2)[CH2:17][CH2:18][NH:19][CH2:20][CH2:21]1. Reactants: C(C)(=O)NC(CCSC)C(=O)O (N-Acetyl-D,L-Methionine), [OH-].[Na+] (sodium hydroxide), [OH-].[Na+] (sodium hydroxide). Run in O (water). Reaction conditions: time 5 day. Product: N[C@@H](CCSC)C(=O)O (L-methionine). Yield: 31.2%. As a reaction SMILES: C([NH:4][CH:5]([C:10]([OH:12])=[O:11])[CH2:6][CH2:7][S:8][CH3:9])(=O)C.[OH-].[Na+]>O>[NH2:4][C@H:5]([C:10]([OH:12])=[O:11])[CH2:6][CH2:7][S:8][CH3:9] |f:1.2|. Procedure details: 717 g (3.75 mol) N-Acetyl-D,L-Methionine and 140 g (3.50 mol) sodium hydroxide were dissolved in water and made up to 1.5 liters. The pH value was adjusted to 7 with 50% aqueous sodium hydroxide solution. After addition of 3.6 g acylase (activity 31.000 E/g), the mixture was stirred for 5 days at room temperature. The suspension was cooled to 5° C. and the precipitate filtered off, washed with 300 ml of ice water and dried. There was obtained 174 g (1.17 mol) L-methionine. The filtrate (1800 g) ... Reactants: ethyl ester, BrC1=CC=C(C=C1)[C@H](CCCCC)O[Si](C)(C)C(C)(C)C ([(S)-1-(4-bromo-phenyl)-hexyloxy]-tert-butyl-dimethyl-silane), C([O-])([O-])=O.[K+].[K+] (potassium carbonate), C(C)OC(=O)[C@@H]1NC(CC1)=O ((R)-5-oxo-pyrrolidine-2-carboxylic acid ethyl ester). The solvent is C(C)#N (acetonitrile), C(C)#N (acetonitrile), [Cu]I (CuI), CNCCNC (N,N′-dimethylethylenediamine). Run at temperature 23 celsius. The product is [Si](C)(C)(C(C)(C)C)O[C@@H](CCCCC)C1=CC=C(C=C1)N1[C@H](CCC1=O)C(=O)OCC ((R)-ethyl 1-(4-((S)-1-(tert-butyldimethylsilyloxy)hexyl)phenyl)-5-oxopyrrolidine-2-carboxylate). As a reaction SMILES: Br[C:2]1[CH:7]=[CH:6][C:5]([C@@H:8]([O:14][Si:15]([C:18]([CH3:21])([CH3:20])[CH3:19])([CH3:17])[CH3:16])[CH2:9][CH2:10][CH2:11][CH2:12][CH3:13])=[CH:4][CH:3]=1.C(=O)([O-])[O-].[K+].[K+].[CH2:28]([O:30][C:31]([C@H:33]1[CH2:37][CH2:36][C:35](=[O:38])[NH:34]1)=[O:32])[CH3:29]>C(#N)C.[Cu]I.CNCCNC>[Si:15]([O:14][C@H:8]([C:5]1[CH:6]=[CH:7][C:2]([N:34]2[C:35](=[O:38])[CH2:36][CH2:37][C@@H:33]2[C:31]([O:30][CH2:28][CH3:29])=[O:32])=[CH:3][CH:4]=1)[CH2:9][CH2:10][CH2:11][CH2:12][CH3:13])([C:18]([CH3:21])([CH3:20])[CH3:19])([CH3:17])[CH3:16] |f:1.2.3|. Reported procedure: To a flask containing acetonitrile was added [(S)-1-(4-bromo-phenyl)-hexyloxy]-tert-butyl-dimethyl-silane and potassium carbonate. The solution mixture was heated to reflux for a period of time. The solution mixture was then cooled to ambient temperature (˜23° C.) before adding a solution of (R)-5-oxo-pyrrolidine-2-carboxylic acid ethyl ester in acetonitrile, CuI and N,N′-dimethylethylenediamine. The reaction mixture was heated to reflux until the ethyl ester was consumed. The reaction mixture w... Starting materials: COc1ccc(C=O)c(OC)c1OC, CCOC(C)=O, O=CO, [Na+], c1ccc(Oc2ccc(C3CCNCC3)cc2)cc1, O=C([O-])O. Product: COc1ccc(CN2CCC(c3ccc(Oc4ccccc4)cc3)CC2)c(OC)c1OC. RXN SMILES: [CH3:20][O:21][c:22]1[c:23]([CH:24]=[O:25])[cH:26][cH:27][c:28]([O:32][CH3:33])[c:29]1[O:30][CH3:31].[CH3:42][CH2:43][O:44][C:45](=[O:46])[CH3:47].[CH:34]([OH:35])=[O:36].[Na+:37].[O:1]([c:2]1[cH:3][cH:4][cH:5][cH:6][cH:7]1)[c:8]1[cH:9][cH:10][c:11]([CH:14]2[CH2:15][CH2:16][NH:17][CH2:18][CH2:19]2)[cH:12][cH:13]1.[OH:38][C:39](=[O:40])[O-:41]>>[O:1]([c:2]1[cH:3][cH:4][cH:5][cH:6][cH:7]1)[c:8]1[cH:9][cH:10][c:11]([CH:14]2[CH2:15][CH2:16][N:17]([CH2:24][c:23]3[c:22]([O:21][CH3:20])[c:29]([O:30][CH3:31])[c:28]([O:32][CH3:33])[cH:27][cH:26]3)[CH2:18][CH2:19]2)[cH:12][cH:13]1. Starting materials: BrC=1C=C2C(=CC(OC2=CC1OC)(C)C)C(C)C (6-bromo-4-isopropyl-7-methoxy-2,2-dimethyl-2H-chromene), BrC=1C=C2C(=CC(OC2=CC1OC)(C)C)C(C)C (6-bromo-4-isopropyl-7-methoxy-2,2-dimethyl-2H-chromene), C(CCC)[Sn](C(=C)OCC)(CCCC)CCCC (tributyl(1-ethoxyvinyl)tin). Solvent: C1CCOC1 (THF). Product: C(C)(C)C1=CC(OC2=CC(=C(C=C12)C(C)=O)OC)(C)C (1-(4-Isopropyl-7-methoxy-2,2-dimethyl-2H-chromen-6-yl)-ethanone). As a reaction SMILES: Br[C:2]1[CH:3]=[C:4]2[C:9](=[CH:10][C:11]=1[O:12][CH3:13])[O:8][C:7]([CH3:15])([CH3:14])[CH:6]=[C:5]2[CH:16]([CH3:18])[CH3:17].C([Sn](CCCC)(CCCC)[C:24]([O:26]CC)=[CH2:25])CCC>C1COCC1>[CH:16]([C:5]1[C:4]2[C:9](=[CH:10][C:11]([O:12][CH3:13])=[C:2]([C:24](=[O:26])[CH3:25])[CH:3]=2)[O:8][C:7]([CH3:15])([CH3:14])[CH:6]=1)([CH3:18])[CH3:17]. Reported procedure: Following General Procedure H, a solution of 6-bromo-4-isopropyl-7-methoxy-2,2-dimethyl-2H-chroman-4-one (Compound 14, 290 mg, 0.94 mmol) in THF was treated with tributyl(1-ethoxyvinyl)tin (0.63 mL, 1.88 mmol) to give the title compound as a colorless oil. The reactants are CN=C=S, CCO, CCCC(NS(=O)(=O)c1ccc(Cl)cc1)C(=O)NN. The product is CCCC(NS(=O)(=O)c1ccc(Cl)cc1)C(=O)NNC(=S)NC. Reaction SMILES: [CH3:1][N:2]=[C:3]=[S:4].[CH3:24][CH2:25][OH:26].[Cl:5][c:6]1[cH:7][cH:8][c:9]([S:12](=[O:13])(=[O:14])[NH:15][CH:16]([CH2:17][CH2:18][CH3:19])[C:20](=[O:21])[NH:22][NH2:23])[cH:10][cH:11]1>>[CH3:1][NH:2][C:3](=[S:4])[NH:23][NH:22][C:20]([CH:16]([NH:15][S:12]([c:9]1[cH:8][cH:7][c:6]([Cl:5])[cH:11][cH:10]1)(=[O:13])=[O:14])[CH2:17][CH2:18][CH3:19])=[O:21]. Reactants: CO, O=C1CN(C(=O)C=Cc2ccc(Oc3ccccc3)nc2)CCN1. The product is O=C1CN(C(=O)CCc2ccc(Oc3ccccc3)nc2)CCN1. As a reaction SMILES: [CH3:25][OH:26].[O:1]([c:2]1[cH:3][cH:4][cH:5][cH:6][cH:7]1)[c:8]1[cH:9][cH:10][c:11]([CH:14]=[CH:15][C:16](=[O:17])[N:18]2[CH2:19][C:20](=[O:24])[NH:21][CH2:22][CH2:23]2)[cH:12][n:13]1>>[O:1]([c:2]1[cH:3][cH:4][cH:5][cH:6][cH:7]1)[c:8]1[cH:9][cH:10][c:11]([CH2:14][CH2:15][C:16](=[O:17])[N:18]2[CH2:19][C:20](=[O:24])[NH:21][CH2:22][CH2:23]2)[cH:12][n:13]1. Starting materials: OC=1C=C(C=C2C=C(NC12)C(=O)OCC)OC1=CC=C(C=C1)S(=O)(=O)C (ethyl 7-hydroxy-5-[4-(methylsulfonyl)phenoxy]-1H-indole-2-carboxylate), O1CCC(CC1)CO (tetrahydro-2H-pyran-4-ylmethanol), N(=NC(=O)N1CCCCC1)C(=O)N1CCCCC1 (1,1′-(azodicarbonyl)dipiperidine), C(CCC)P(CCCC)CCCC (tributylphosphine). The solvent is O1CCCC1 (tetrahydrofuran). Run at temperature 50 celsius, time 13 hour. The product is CS(=O)(=O)C1=CC=C(OC=2C=C3C=C(NC3=C(C2)OCC2CCOCC2)C(=O)OCC)C=C1 (Ethyl 5-[4-(methylsulfonyl)phenoxy]-7-(tetrahydro-2H-pyran-4-ylmethoxy)-1H-indole-2-carboxylate). Isolated yield 128.8%. Reaction SMILES: [OH:1][C:2]1[CH:3]=[C:4]([O:16][C:17]2[CH:22]=[CH:21][C:20]([S:23]([CH3:26])(=[O:25])=[O:24])=[CH:19][CH:18]=2)[CH:5]=[C:6]2[C:10]=1[NH:9][C:8]([C:11]([O:13][CH2:14][CH3:15])=[O:12])=[CH:7]2.[O:27]1[CH2:32][CH2:31][CH:30]([CH2:33]O)[CH2:29][CH2:28]1.N(C(N1CCCCC1)=O)=NC(N1CCCCC1)=O.C(P(CCCC)CCCC)CCC>O1CCCC1>[CH3:26][S:23]([C:20]1[CH:21]=[CH:22][C:17]([O:16][C:4]2[CH:5]=[C:6]3[C:10](=[C:2]([O:1][CH2:33][CH:30]4[CH2:31][CH2:32][O:27][CH2:28][CH2:29]4)[CH:3]=2)[NH:9][C:8]([C:11]([O:13][CH2:14][CH3:15])=[O:12])=[CH:7]3)=[CH:18][CH:19]=1)(=[O:25])=[O:24]. Reported procedure: A mixture of ethyl 7-hydroxy-5-[4-(methylsulfonyl)phenoxy]-1H-indole-2-carboxylate (400 mg), tetrahydro-2H-pyran-4-ylmethanol (250 mg), 1,1′-(azodicarbonyl)dipiperidine (540 mg), tributylphosphine (0.5 mL) and tetrahydrofuran (10 mL) was stirred at 50° C. for 13 hr. The reaction solution was allowed to cool to room temperature, and the precipitated solid was filtered off. The filtrate was concentrated under reduced pressure, and the residue was subjected to basic silica gel column chromatography...